Dataset: the Open Reaction Database (ORD), a public repository of structured organic reaction records. Task: describe an organic reaction: reactants, conditions, products, and yield The reactants are C(C)(C)[N-]C(C)C.[Li+] (lithium diisopropylamide), IC (iodomethane), C(C)(C)[N-]C(C)C.[Li+] (LDA), ClC1=C(C#N)C=CC(=C1)F (2-chloro-4-fluoro-benzonitrile), C(C)(C)[N-]C(C)C.[Li+] (LDA), CCCCCC.CCOC(=O)C (hexane EtOAc). Solvent: C(C)OCC (diethyl ether), C1CCOC1 (THF). Reaction conditions: temperature -65 celsius, time 1 hour. The product is ClC1=C(C#N)C=CC(=C1C)F (2-Chloro-4-fluoro-3-methyl-benzonitrile). Isolated yield 76.0%. Reaction SMILES: [CH:1]([N-]C(C)C)(C)C.[Li+].[Cl:9][C:10]1[CH:17]=[C:16]([F:18])[CH:15]=[CH:14][C:11]=1[C:12]#[N:13].IC.CCCCCC.CCOC(C)=O>C1COCC1.C(OCC)C>[Cl:9][C:10]1[C:17]([CH3:1])=[C:16]([F:18])[CH:15]=[CH:14][C:11]=1[C:12]#[N:13] |f:0.1,4.5|. Procedure: Stir the lithium diisopropylamide (LDA) solution for 1 h at 0° C. and then transfer it via canula, over 1 h, to a −78° C. solution of 2-chloro-4-fluoro-benzonitrile (68.7 g, 0.442 mol) in THF (1 L). Allow the temperature of the reaction mixture to warm to about −65° C. during the initial addition of the LDA solution; however, keep the internal temperature below −70° C. during the remainder of the LDA addition. Keep the temperature of the resulting dark red-orange reaction mixture below −70° C. f... Reactants: C(C)(C)(C)OC(CN1C(=C(C2=CC=CC=C12)C1NS(C2=C1C=CC=C2)(=O)=O)C)=O ([3-(1,1-Dioxo-2,3-dihydro-1H-1λ6-benzo[d]isothiazol-3-yl)-2-methyl-indol-1-yl]-acetic acid tert-butyl ester), BrCCCOC1=CC=CC=C1 ((3-bromo-propoxy)-benzene). Product: O=S1(N(C(C2=C1C=CC=C2)C2=C(N(C1=CC=CC=C21)CC(=O)O)C)CCCOC2=CC=CC=C2)=O ({3-[1,1-Dioxo-2-(3-phenoxy-propyl)-2,3-dihydro-1H-1λ6-benzo[d]isothiazol-3-yl]-2-methyl-indol-1-yl}-acetic acid). As a reaction SMILES: C([O:5][C:6](=[O:29])[CH2:7][N:8]1[C:16]2[C:11](=[CH:12][CH:13]=[CH:14][CH:15]=2)[C:10]([CH:17]2[C:21]3[CH:22]=[CH:23][CH:24]=[CH:25][C:20]=3[S:19](=[O:27])(=[O:26])[NH:18]2)=[C:9]1[CH3:28])(C)(C)C.Br[CH2:31][CH2:32][CH2:33][O:34][C:35]1[CH:40]=[CH:39][CH:38]=[CH:37][CH:36]=1>>[O:27]=[S:19]1(=[O:26])[C:20]2[CH:25]=[CH:24][CH:23]=[CH:22][C:21]=2[CH:17]([C:10]2[C:11]3[C:16](=[CH:15][CH:14]=[CH:13][CH:12]=3)[N:8]([CH2:7][C:6]([OH:29])=[O:5])[C:9]=2[CH3:28])[N:18]1[CH2:31][CH2:32][CH2:33][O:34][C:35]1[CH:40]=[CH:39][CH:38]=[CH:37][CH:36]=1. Procedure details: The title compound was prepared by the method described for example 14 using the product from example 3, step c) and (3-bromo-propoxy)-benzene. MS: ESI (negative): 489 (M−H). Reactants: CCCOC(Cc1ccc(Br)cc1)C(=O)OC, CNc1cccc(B2OC(C)(C)C(C)(C)O2)c1, CN(C)C=O, [K+], [K+], [K+], O, O=P([O-])([O-])[O-], c1ccc(P(c2ccccc2)(c2ccccc2)[Pd](P(c2ccccc2)(c2ccccc2)c2ccccc2)(P(c2ccccc2)(c2ccccc2)c2ccccc2)P(c2ccccc2)(c2ccccc2)c2ccccc2)cc1. Yields the product CCCOC(Cc1ccc(-c2cccc(NC)c2)cc1)C(=O)OC. Reaction SMILES: [Br:1][c:2]1[cH:3][cH:4][c:5]([CH2:8][CH:9]([C:10](=[O:11])[O:12][CH3:13])[O:14][CH2:15][CH2:16][CH3:17])[cH:6][cH:7]1.[CH3:18][NH:19][c:20]1[cH:21][c:22]([B:26]2[O:27][C:28]([CH3:29])([CH3:30])[C:31]([CH3:32])([CH3:33])[O:34]2)[cH:23][cH:24][cH:25]1.[CH3:44][N:45]([CH3:46])[CH:47]=[O:48].[K+:40].[K+:41].[K+:42].[OH2:43].[P:35]([O-:36])([O-:37])([O-:38])=[O:39].[cH:49]1[cH:50][cH:51][c:52]([P:53]([Pd:54]([P:55]([c:56]2[cH:57][cH:58][cH:59][cH:60][cH:61]2)([c:62]2[cH:63][cH:64][cH:65][cH:66][cH:67]2)[c:68]2[cH:69][cH:70][cH:71][cH:72][cH:73]2)([P:74]([c:75]2[cH:76][cH:77][cH:78][cH:79][cH:80]2)([c:81]2[cH:82][cH:83][cH:84][cH:85][cH:86]2)[c:87]2[cH:88][cH:89][cH:90][cH:91][cH:92]2)[P:93]([c:94]2[cH:95][cH:96][cH:97][cH:98][cH:99]2)([c:100]2[cH:101][cH:102][cH:103][cH:104][cH:105]2)[c:106]2[cH:107][cH:108][cH:109][cH:110][cH:111]2)([c:112]2[cH:113][cH:114][cH:115][cH:116][cH:117]2)[c:118]2[cH:119][cH:120][cH:121][cH:122][cH:123]2)[cH:124][cH:125]1>>[c:2]1(-[c:22]2[cH:21][c:20]([NH:19][CH3:18])[cH:25][cH:24][cH:23]2)[cH:3][cH:4][c:5]([CH2:8][CH:9]([C:10](=[O:11])[O:12][CH3:13])[O:14][CH2:15][CH2:16][CH3:17])[cH:6][cH:7]1.